Dataset: the Open Reaction Database (ORD), a public repository of structured organic reaction records. Task: describe an organic reaction: reactants, conditions, products, and yield Reactants: NCCC1=NC=CC=C1 (2-(2-aminoethyl)pyridine), C(C)(=O)O (acetic acid), C(C)(=O)O[BH-](OC(C)=O)OC(C)=O.[Na+] (sodium triacetoxyborohydride), CS(=O)(=O)OC1=C2CNC(C2=C(C=C1OC)C=1N(C2=CC=C(C=C2C1)C=O)C(=O)OC(C)(C)C)=O (4-methanesulfonyloxy-5-methoxy-7-[1-(tert-butoxycarbonyl)-5-formylindol-2-yl]isoindolinone). Solvent: C(C)#N (acetonitrile). The product is CS(=O)(=O)OC1=C2CNC(C2=C(C=C1OC)C=1N(C2=CC=C(C=C2C1)CNCCC1=NC=CC=C1)C(=O)OC(C)(C)C)=O (4-methanesulfonyloxy-5-methoxy-7-(1-(tert-butoxycarbonyl)-5-[(2-(pyridin-2-yl)ethyl)aminomethyl]indol-2-yl)isoindolinone). The yield is 70.6%. As a reaction SMILES: [CH3:1][S:2]([O:5][C:6]1[C:14]([O:15][CH3:16])=[CH:13][C:12]([C:17]2[N:18]([C:28]([O:30][C:31]([CH3:34])([CH3:33])[CH3:32])=[O:29])[C:19]3[C:24]([CH:25]=2)=[CH:23][C:22]([CH:26]=O)=[CH:21][CH:20]=3)=[C:11]2[C:7]=1[CH2:8][NH:9][C:10]2=[O:35])(=[O:4])=[O:3].[NH2:36][CH2:37][CH2:38][C:39]1[CH:44]=[CH:43][CH:42]=[CH:41][N:40]=1.C(O)(=O)C.C(O[BH-](OC(=O)C)OC(=O)C)(=O)C.[Na+]>C(#N)C>[CH3:1][S:2]([O:5][C:6]1[C:14]([O:15][CH3:16])=[CH:13][C:12]([C:17]2[N:18]([C:28]([O:30][C:31]([CH3:33])([CH3:32])[CH3:34])=[O:29])[C:19]3[C:24]([CH:25]=2)=[CH:23][C:22]([CH2:26][NH:36][CH2:37][CH2:38][C:39]2[CH:44]=[CH:43][CH:42]=[CH:41][N:40]=2)=[CH:21][CH:20]=3)=[C:11]2[C:7]=1[CH2:8][NH:9][C:10]2=[O:35])(=[O:3])=[O:4] |f:3.4|. Procedure: In a similar manner to Step 2 of Example 6, 4-methanesulfonyloxy-5-methoxy-7-[1-(tert-butoxycarbonyl)-5-formylindol-2-yl]isoindolinone (100 mg, 0.200 mmol) was dissolved in acetonitrile (5.8 mL), and the solution was treated with 2-(2-aminoethyl)pyridine (0.239 mL, 2.00 mmol), acetic acid (0.229 mL, 4.00 mmol) and sodium triacetoxyborohydride (127 mg, 0.599 mmol), followed by purification by preparative thin-layer chromatography (chloroform/methanol=4/1) to obtain 4-methanesulfonyloxy-5-methoxy-... Reactants: C(C)(C)(C)[C@@H]1CC[C@H](CC1)OC=1C(=C2C=CC(=CC2=CC1)C=O)C(F)(F)F (6-(trans-4-tert-butylcyclohexyloxy)-5-(trifluoromethyl)-2-naphthaldehyde), NCCC(=O)NS(=O)(=O)C1=CC=CC=C1 (3-amino-N-(phenylsulfonyl)propanamide), [BH3-]C#N.[Na+] (NaBH3CN). Solvent: C(C)O (ethanol). Run at temperature 80 celsius, time 1 hour. Yields the product C(C)(C)(C)[C@@H]1CC[C@H](CC1)OC=1C(=C2C=CC(=CC2=CC1)CNCCC(=O)NS(=O)(=O)C1=CC=CC=C1)C(F)(F)F (3-((6-(trans-4-tert-butylcyclohexyloxy)-5-(trifluoromethyl)naphthalen-2-yl)methylamino)-N-(phenylsulfonyl)propanamide). Reaction SMILES: [C:1]([C@H:5]1[CH2:10][CH2:9][C@H:8]([O:11][C:12]2[C:13]([C:24]([F:27])([F:26])[F:25])=[C:14]3[C:19](=[CH:20][CH:21]=2)[CH:18]=[C:17]([CH:22]=O)[CH:16]=[CH:15]3)[CH2:7][CH2:6]1)([CH3:4])([CH3:3])[CH3:2].[NH2:28][CH2:29][CH2:30][C:31]([NH:33][S:34]([C:37]1[CH:42]=[CH:41][CH:40]=[CH:39][CH:38]=1)(=[O:36])=[O:35])=[O:32].[BH3-]C#N.[Na+]>C(O)C>[C:1]([C@H:5]1[CH2:10][CH2:9][C@H:8]([O:11][C:12]2[C:13]([C:24]([F:25])([F:26])[F:27])=[C:14]3[C:19](=[CH:20][CH:21]=2)[CH:18]=[C:17]([CH2:22][NH:28][CH2:29][CH2:30][C:31]([NH:33][S:34]([C:37]2[CH:42]=[CH:41][CH:40]=[CH:39][CH:38]=2)(=[O:36])=[O:35])=[O:32])[CH:16]=[CH:15]3)[CH2:7][CH2:6]1)([CH3:4])([CH3:2])[CH3:3] |f:2.3|. Procedure: 6-(trans-4-tert-butylcyclohexyloxy)-5-(trifluoromethyl)-2-naphthaldehyde (300 mg, 0.96 mmol, 1 equiv) and 3-amino-N-(phenylsulfonyl)propanamide (1.19 mmol, 1.5 equiv) were dissolved in anhydrous ethanol. The mixture was stirred at 80° C. for 1 h. Then NaBH3CN (110 mg, 1.74 mmol, 2 equiv) was added to the mixture and stirred at 80° C. for 16 h. The organic layer was concentrated and purified by preparative thin layer chromatography (mobile phase was methanol:dichloromethane 1:10) to give 3-((6-(t... Reactants: N1=CC=C(C=C1)N1CC(N(CC1)CC(=O)C1=CC=C(OCC(=O)O)C=C1)=O (4-[2-[4-(4-pyridyl)piperazin-2-one-1-yl]acetyl]-phenoxy acetic acid), S(=O)(Cl)Cl (thionyl chloride), C(C)O (ethanol). The product is N1=CC=C(C=C1)N1CC(N(CC1)CC(=O)C1=CC=C(OCC(=O)OCC)C=C1)=O (Ethyl 4-[2-[4-(4-pyridyl)piperazin-2-one-1-yl]acetyl]-phenoxyacetate). Reaction SMILES: [N:1]1[CH:6]=[CH:5][C:4]([N:7]2[CH2:12][CH2:11][N:10]([CH2:13][C:14]([C:16]3[CH:26]=[CH:25][C:19]([O:20][CH2:21][C:22]([OH:24])=[O:23])=[CH:18][CH:17]=3)=[O:15])[C:9](=[O:27])[CH2:8]2)=[CH:3][CH:2]=1.S(Cl)(Cl)=O.[CH2:32](O)[CH3:33]>>[N:1]1[CH:6]=[CH:5][C:4]([N:7]2[CH2:12][CH2:11][N:10]([CH2:13][C:14]([C:16]3[CH:26]=[CH:25][C:19]([O:20][CH2:21][C:22]([O:24][CH2:32][CH3:33])=[O:23])=[CH:18][CH:17]=3)=[O:15])[C:9](=[O:27])[CH2:8]2)=[CH:3][CH:2]=1. Procedure: A crude sample of the product of Example 36 (3.4 g) was treated with a solution, at 0° C., made by adding thionyl chloride (2.25 g) dropwise to ethanol (45 ml) with stirring at below 0° C. The mixture was stirred at room temperature for 2 hours, heated at gentle reflux for 21/2 hours, and evaporated. The residue was treated with water and adjusted to pH6 with aqueous sodium bicarbonate solution. The gum which precipitated was separated and the aqueous solution was adjusted to pH8 and extracted w... The reactants are C(=O)(OC(C)(C)C)N1[C@@H](C=O)CCC1 (Boc-D-Prolinal), C(C)S(=O)(=O)C=1SC2=C(N1)C=CC=C2 (2-(ethyl sulfonyl)-1,3-benzothiazole), C[Si](C)(C)[N-][Si](C)(C)C.[Li+] (Lithium bis(trimethylsilyl)amide). Procedure details: To a stirring solution of Boc-D-Prolinal (0.53 g, 2.65 mmol) and 2-(ethyl sulfonyl)-1,3-benzothiazole (1.5 g, 6.62 mmol) in tetrahydrofuran (4 mL) at −78° C. was added 1M Lithium bis(trimethylsilyl)amide in THF (4 mL) and continued stirring for 30 min. Then the mixture was warmed to 0° C. and stirred for an additional 3 hr. Upon completion via LC-MS, the reaction mixture was quenched with 20% ammonium chloride solution and extracted with ethyl ether. The ether layer washed with brine, dried over... As a reaction SMILES: [C:1]([N:8]1[CH2:14][CH2:13][CH2:12][C@@H:9]1[CH:10]=O)([O:3][C:4]([CH3:7])([CH3:6])[CH3:5])=[O:2].[CH2:15](S(C1SC2C=CC=CC=2N=1)(=O)=O)[CH3:16].C[Si]([N-][Si](C)(C)C)(C)C.[Li+]>O1CCCC1>[C:4]([O:3][C:1]([N:8]1[CH2:14][CH2:13][CH2:12][C@@H:9]1/[CH:10]=[CH:15]/[CH3:16])=[O:2])([CH3:7])([CH3:6])[CH3:5] |f:2.3|. Conditions: temperature 0 celsius, time 30 minute. Product: C(C)(C)(C)OC(=O)N1[C@H](CCC1)\C=C\C (tert-butyl-(2R)-2-[(1E)-prop-1-enyl]pyrrolidine-1-carboxylate). The solvent is O1CCCC1 (tetrahydrofuran), C1CCOC1 (THF). The reactants are COC(=O)C1C(NC(=O)OCc2ccccc2)C(=O)N1S(=O)(=O)O, CCCC[N+](CCCC)(CCCC)CCCC, CO. Yields the product COC(=O)C1C(N)C(=O)N1S(=O)(=O)O. Reaction SMILES: [CH3:1][O:2][C:3](=[O:4])[CH:5]1[CH:6]([NH:14][C:15]([O:16][CH2:17][c:18]2[cH:19][cH:20][cH:21][cH:22][cH:23]2)=[O:24])[C:7](=[O:13])[N:8]1[S:9](=[O:10])(=[O:11])[OH:12].[CH3:25][CH2:26][CH2:27][CH2:28][N+:29]([CH2:30][CH2:31][CH2:32][CH3:33])([CH2:34][CH2:35][CH2:36][CH3:37])[CH2:38][CH2:39][CH2:40][CH3:41].[CH3:42][OH:43]>>[CH3:1][O:2][C:3](=[O:4])[CH:5]1[CH:6]([NH2:14])[C:7](=[O:13])[N:8]1[S:9](=[O:10])(=[O:11])[OH:12].